Dataset: the Open Reaction Database (ORD), a public repository of structured organic reaction records. Task: describe an organic reaction: reactants, conditions, products, and yield Reactants: C(CC)S (propanethiol), [OH-].[Na+] (NaOH), solution, CC1(CC(C=2C(=C(SC2S(=O)(=O)C)C(=O)N2CCCC2)C1)=O)C (6,6-dimethyl-3-methanesulphonyl-1-(pyrrolidin-1-ylcarbonyl)-4,5,6,7-tetrahydrobenzo[c]thiophen-4-one). Run in CCO (EtOH). Run at time 2 hour. The product is CC1(CC(C=2C(=C(SC2SCCC)C(=O)N2CCCC2)C1)=O)C (6,6-Dimethyl-3-propylthio-1-(pyrrolidin-1-ylcarbonyl)-4,5,6,7-tetrahydrobenzo[c]thiophen-4-one). RXN SMILES: [CH3:1][C:2]1([CH3:23])[CH2:21][C:6]2=[C:7]([C:14]([N:16]3[CH2:20][CH2:19][CH2:18][CH2:17]3)=[O:15])[S:8][C:9]([S:10]([CH3:13])(=O)=O)=[C:5]2[C:4](=[O:22])[CH2:3]1.[OH-].[Na+].[CH2:26](S)[CH2:27]C>CCO>[CH3:1][C:2]1([CH3:23])[CH2:21][C:6]2=[C:7]([C:14]([N:16]3[CH2:20][CH2:19][CH2:18][CH2:17]3)=[O:15])[S:8][C:9]([S:10][CH2:13][CH2:26][CH3:27])=[C:5]2[C:4](=[O:22])[CH2:3]1 |f:1.2|. Procedure: To a suspension of 6,6-dimethyl-3-methanesulphonyl-1-(pyrrolidin-1-ylcarbonyl)-4,5,6,7-tetrahydrobenzo[c]thiophen-4-one (500 mg, 1.4 mmol) in EtOH (15 mL) was added NaOH (0.71 mL of a 4 M solution, 2.8 mmol) followed by propanethiol (255 μL, 2.8 mmol). The mixture was stirred at room temperature for 2 h then evaporated. The residue was partitioned between EtOAc (20 mL) and water (20 mL). The organic layer was separated, dried (Na2SO4) and evaporated. The residue was triturated with ether and the... Starting materials: S([O-])(O)=O.[Na+] (Sodium bisulfite), BrC1=CC=C(C=O)C=C1 (4-bromobenzaldehye), NC1=C(C=CC=C1)N (1,2-Diaminobenzene). Run in C(C)O (ethanol). The product is BrC1=CC=C(C=C1)C1=NC2=C(N1)C=CC=C2 (2-(4-Bromophenyl)-1H-benzimidazole). The yield is 71.3%. Reaction SMILES: S(=O)(O)[O-].[Na+].[Br:6][C:7]1[CH:14]=[CH:13][C:10]([CH:11]=O)=[CH:9][CH:8]=1.[NH2:15][C:16]1[CH:21]=[CH:20][CH:19]=[CH:18][C:17]=1[NH2:22]>C(O)C>[Br:6][C:7]1[CH:14]=[CH:13][C:10]([C:11]2[NH:22][C:17]3[CH:18]=[CH:19][CH:20]=[CH:21][C:16]=3[N:15]=2)=[CH:9][CH:8]=1 |f:0.1|. Reported procedure: Sodium bisulfite (14.4 g) is added to 4-bromobenzaldehye (17.1 g) in ethanol (100 mL) and the mixture stirred at reflux for 15 minutes. 1,2-Diaminobenzene (10 g) is added and the mixture stirred at reflux for 16 hours. The solvent is evaporated and the residue is washed with water and ethanol to afford 18.0 g of the title compound as a beige solid. Yields the product CN1N=C2C=CC=CC2=C1C(=O)O (2-methylindazole-3-carboxylic acid). Solvent: C1CCOC1 (THF). Reaction SMILES: [CH3:1][N:2]1[C:10]([C:11]([O:13]C)=[O:12])=[C:9]2[C:4]([CH:5]=[CH:6][CH:7]=[CH:8]2)=[N:3]1.[OH-].[Na+]>C1COCC1>[CH3:1][N:2]1[C:10]([C:11]([OH:13])=[O:12])=[C:9]2[C:4]([CH:5]=[CH:6][CH:7]=[CH:8]2)=[N:3]1 |f:1.2|. The yield is 91.0%. The reactants are CN1N=C2C=CC=CC2=C1C(=O)OC (methyl 2-methylindazole-3-carboxylate), [OH-].[Na+] (NaOH). Reported procedure: To methyl 2-methylindazole-3-carboxylate (1.59 g, 8.36 mmol) were added THF (85 ml) and 0.25N NaOH (50 ml, 12.5 mmol) and the resulting mixture was stirred at room temperature for 24 hours. The reaction mixture was distilled under reduced pressure to remove the solvent. To the residue was added water, followed by the addition of 1N HCl (50 ml). The crystals thus precipitated were collected by filtration under reduced pressure, washed with water and dried under reduced pressure to give 2-methylin... Run at time 24 hour. The reactants are C1(C=2C(C(N1CC(CP(OCC)(=O)CCCC)O[Si](C)(C)C)=O)=CC=CC2)=O (ethyl 3-phthalimido-2-trimethylsilyloxy-propyl(n-butyl)phosphinate), Cl (hydrochloric acid). Product: Cl.NCC(CP(O)(=O)CCCC)O (3-amino-2-hydroxy-propyl(n-butyl)phosphinic acid hydrochloride). Reaction SMILES: C1(=O)[N:5]([CH2:6][CH:7]([O:18][Si](C)(C)C)[CH2:8][P:9]([CH2:14][CH2:15][CH2:16][CH3:17])(=[O:13])[O:10]CC)C(=O)C2=CC=CC=C12.[ClH:29]>>[ClH:29].[NH2:5][CH2:6][CH:7]([OH:18])[CH2:8][P:9]([CH2:14][CH2:15][CH2:16][CH3:17])(=[O:10])[OH:13] |f:2.3|. Procedure: The solution of 2.4 g of ethyl 3-phthalimido-2-trimethylsilyloxy-propyl(n-butyl)phosphinate in 50 ml of concentrated aqueous hydrochloric acid is heated to reflux for 20 hours. After this time the suspension is cooled to room temperature and filtered.The filtrate is evaporated to dryness and the resulting semi-solid is co-evaporated with water (5×50 ml) and absolute ethanol (5×100ml) and the white solid dried in high vacuum overnight. Crystallisation from absolute ethanol affords 3-amino-2-hydro... Isolated yield 89.7%. Yields the product ClC=1C=C(C=C(C1O)F)C=1C=C2C(=C(C=NC2=CC1F)C(=O)C1CC1)N[C@@H]1CC[C@H](CC1)N(C)C ({6-(3-Chloro-5-fluoro-4-hydroxyphenyl)-4-[trans-4-(dimethylamino)cyclohexylamino]-7-fluoroquinolin-3-yl}(cyclopropyl)methanone). RXN SMILES: Br[C:2]1[CH:3]=[C:4]2[C:9](=[CH:10][C:11]=1[F:12])[N:8]=[CH:7][C:6]([C:13]([CH:15]1[CH2:17][CH2:16]1)=[O:14])=[C:5]2[NH:18][C@H:19]1[CH2:24][CH2:23][C@H:22]([N:25]([CH3:27])[CH3:26])[CH2:21][CH2:20]1.[Cl:28][C:29]1[CH:34]=[C:33](B2OC(C)(C)C(C)(C)O2)[CH:32]=[C:31]([F:44])[C:30]=1[OH:45]>>[Cl:28][C:29]1[CH:34]=[C:33]([C:2]2[CH:3]=[C:4]3[C:9](=[CH:10][C:11]=2[F:12])[N:8]=[CH:7][C:6]([C:13]([CH:15]2[CH2:17][CH2:16]2)=[O:14])=[C:5]3[NH:18][C@H:19]2[CH2:20][CH2:21][C@H:22]([N:25]([CH3:27])[CH3:26])[CH2:23][CH2:24]2)[CH:32]=[C:31]([F:44])[C:30]=1[OH:45]. Reactants: BrC=1C=C2C(=C(C=NC2=CC1F)C(=O)C1CC1)N[C@@H]1CC[C@H](CC1)N(C)C ({6-bromo-4-[trans-4-(dimethylamino)cyclohexylamino]-7-fluoroquinolin-3-yl}(cyclopropyl)methanone), ClC1=C(C(=CC(=C1)B1OC(C(O1)(C)C)(C)C)F)O (2-chloro-6-fluoro-4-(4,4,5,5-tetramethyl-1,3,2-dioxaborolan-2-yl)phenol). Reported procedure: Following general procedure F, {6-bromo-4-[trans-4-(dimethylamino)cyclohexylamino]-7-fluoroquinolin-3-yl}(cyclopropyl)methanone (38 mg, 0.087 mmol) was reacted with 2-chloro-6-fluoro-4-(4,4,5,5-tetramethyl-1,3,2-dioxaborolan-2-yl)phenol (35 mg, 0.131 mmol) to afford the desired product (39 mg, 90%) as a green solid: 1H NMR (300 MHz, CD3OD) δ 9.19 (s, 1H), 8.29 (d, J=8.1 Hz, 1H), 7.60 (d, J=11.8 Hz, 1H), 7.49 (s, 1H), 7.42 (dt, J=11.6, 2.0 Hz, 1H), 4.18 (s, 1H), 2.86 (s, 6H), 2.85-2.78 (m, 1H), 2... RXN SMILES: [CH3:1][N:2]([CH3:3])[CH2:4][CH2:5][Cl:6].[CH3:31][C:32](=[O:33])[CH3:34].[CH3:7][N:8]([CH3:9])[CH:10]=[O:11].[Cl:13][c:14]1[cH:15][c:16]2[c:17]3[c:22]([nH:23][c:24]2[cH:25][cH:26]1)[CH2:21][CH:20]([C:27](=[O:28])[OH:29])[CH2:19][CH2:18]3.[Na:12].[OH2:30]>>[CH3:1][N:2]([CH3:3])[CH2:4][CH2:5][O:29][C:27]([CH:20]1[CH2:19][CH2:18][c:17]2[c:16]3[cH:15][c:14]([Cl:13])[cH:26][cH:25][c:24]3[nH:23][c:22]2[CH2:21]1)=[O:28]. The product is CN(C)CCOC(=O)C1CCc2c([nH]c3ccc(Cl)cc23)C1. Starting materials: CN(C)CCCl, CC(C)=O, CN(C)C=O, O=C(O)C1CCc2c([nH]c3ccc(Cl)cc23)C1, [Na], O. Starting materials: CC(=O)O, O=[N+]([O-])O, COc1cc(C(=O)C(C)C)ccc1O. Product: COc1cc(C(=O)C(C)C)cc([N+](=O)[O-])c1O. RXN SMILES: [CH3:19][C:20](=[O:21])[OH:22].[OH:15][N+:16]([O-:17])=[O:18].[OH:1][c:2]1[c:3]([O:13][CH3:14])[cH:4][c:5]([C:8]([CH:9]([CH3:10])[CH3:11])=[O:12])[cH:6][cH:7]1>>[OH:1][c:2]1[c:3]([O:13][CH3:14])[cH:4][c:5]([C:8]([CH:9]([CH3:10])[CH3:11])=[O:12])[cH:6][c:7]1[N+:16](=[O:15])[O-:17]. Starting materials: CCOC(=O)N1C(=O)c2ccccc2C1=O, COc1ccc(CC(C)N)cc1OC, CC#N, [Na+], [Na+], O=C([O-])[O-], O. Product: COc1ccc(CC(C)N2C(=O)c3ccccc3C2=O)cc1OC. As a reaction SMILES: [C:21]([N:22]1[C:27](=[O:36])[c:28]2[c:29]([cH:32][cH:33][cH:34][cH:35]2)[C:30]1=[O:31])([O:23][CH2:24][CH3:25])=[O:26].[CH3:1][O:2][c:3]1[cH:4][c:5]([CH2:11][CH:12]([CH3:13])[NH2:14])[cH:6][cH:7][c:8]1[O:9][CH3:10].[CH3:38][C:39]#[N:40].[Na+:15].[Na+:16].[O-:17][C:18](=[O:19])[O-:20].[OH2:37]>>[CH3:1][O:2][c:3]1[cH:4][c:5]([CH2:11][CH:12]([CH3:13])[N:14]2[C:27](=[O:36])[c:28]3[c:29]([cH:32][cH:33][cH:34][cH:35]3)[C:30]2=[O:31])[cH:6][cH:7][c:8]1[O:9][CH3:10].